This data is from the Open Reaction Database (ORD), a public repository of structured organic reaction records. The task is: describe an organic reaction: reactants, conditions, products, and yield Reactants: COC(=O)C1CCCc2ccc(-c3ccccc3)nc21, CO, N. Yields the product NC(=O)C1CCCc2ccc(-c3ccccc3)nc21. Reaction SMILES: [CH3:1][O:2][C:3](=[O:4])[CH:5]1[CH2:6][CH2:7][CH2:8][c:9]2[cH:10][cH:11][c:12](-[c:15]3[cH:16][cH:17][cH:18][cH:19][cH:20]3)[n:13][c:14]21.[CH3:22][OH:23].[NH3:21]>>[O:2]=[C:3]([CH:5]1[CH2:6][CH2:7][CH2:8][c:9]2[cH:10][cH:11][c:12](-[c:15]3[cH:16][cH:17][cH:18][cH:19][cH:20]3)[n:13][c:14]21)[NH2:21]. The reactants are ( B9 ), C(C)(C)(C)P(C1=C(C(=C(C(=C1C)C)C)C)C1=C(C=C(C=C1C(C)C)C(C)C)C(C)C)C(C)(C)C (2-di-tert-butylphosphino-3,4,5,6-tetramethyl-2′,4′,6′-tri-isopropylbiphenyl), [OH-].[Na+] (sodium hydroxide), BrC=1C=CC(=NC1C)NC=1C=C(C=NC1C#N)N[C@H]1[C@H](CCCC1)NC(OC(C)(C)C)=O (tert-butyl [(1S,2R)-2-({5-[(5-bromo-6-methylpyridin-2-yl)amino]-6-cyanopyridin-3-yl}amino)cyclohexyl]carbamate), O1CCOCC1 (Dioxane). The reagents and catalysts are C=1C=CC(=CC1)/C=C/C(=O)/C=C/C2=CC=CC=C2.C=1C=CC(=CC1)/C=C/C(=O)/C=C/C2=CC=CC=C2.C=1C=CC(=CC1)/C=C/C(=O)/C=C/C2=CC=CC=C2.[Pd].[Pd] (Pd2(dba)3). Reaction conditions: temperature 80 celsius, time 4 hour. The product is C(N)(=O)C1=C(C=C(C=N1)N[C@H]1[C@H](CCCC1)NC(OC(C)(C)C)=O)NC1=NC(=C(C=C1)O)C (tert-butyl [(1S,2R)-2-({6-carbamoyl-5-[(5-hydroxy-6-methylpyridin-2-yl)amino]pyridin-3-yl}amino)cyclohexyl]carbamate). RXN SMILES: [OH-:1].[Na+].Br[C:4]1[CH:5]=[CH:6][C:7]([NH:11][C:12]2[CH:13]=[C:14]([NH:20][C@@H:21]3[CH2:26][CH2:25][CH2:24][CH2:23][C@@H:22]3[NH:27][C:28](=[O:34])[O:29][C:30]([CH3:33])([CH3:32])[CH3:31])[CH:15]=[N:16][C:17]=2[C:18]#[N:19])=[N:8][C:9]=1[CH3:10].C(P(C(C)(C)C)C1C(C)=C(C)C(C)=C(C)C=1C1C(C(C)C)=CC(C(C)C)=CC=1C(C)C)(C)(C)C.[O:69]1CCOCC1>C1C=CC(/C=C/C(/C=C/C2C=CC=CC=2)=O)=CC=1.C1C=CC(/C=C/C(/C=C/C2C=CC=CC=2)=O)=CC=1.C1C=CC(/C=C/C(/C=C/C2C=CC=CC=2)=O)=CC=1.[Pd].[Pd]>[C:18]([C:17]1[N:16]=[CH:15][C:14]([NH:20][C@@H:21]2[CH2:26][CH2:25][CH2:24][CH2:23][C@@H:22]2[NH:27][C:28](=[O:34])[O:29][C:30]([CH3:33])([CH3:32])[CH3:31])=[CH:13][C:12]=1[NH:11][C:7]1[CH:6]=[CH:5][C:4]([OH:69])=[C:9]([CH3:10])[N:8]=1)(=[O:1])[NH2:19] |f:0.1,5.6.7.8.9|. Reported procedure: This example describes the conversion of (B9) to (C11) shown in Scheme 2. Dioxane (2.40 mL) and sodium hydroxide (4.0 N in water, 0.36 mL, 1.4 mmol) were added to tert-butyl [(1S,2R)-2-({5-[(5-bromo-6-methylpyridin-2-yl)amino]-6-cyanopyridin-3-yl}amino)cyclohexyl]carbamate (PrepEx 1.6) (0.241 g, 0.481 mmol) in a scintillation vial. The vial was purged and flushed with argon three times before Pd2(dba)3 (0.013 g, 0.014 mmol) and 2-di-tert-butylphosphino-3,4,5,6-tetramethyl-2′,4′,6′-tri-isopropylb... Starting materials: BrC1=CC=C2C=C(N=CC2=C1)Cl (7-Bromo-3-chloroisoquinoline), C1CC(=O)N(C1=O)I (NIS). Solvent: S(=O)(=O)(C(F)(F)F)O (TfOH). Reaction conditions: time 8 hour. Yields the product BrC1=CC=C2C=C(N=CC2=C1I)Cl (7-bromo-3-chloro-8-iodoisoquinoline). RXN SMILES: [Br:1][C:2]1[CH:11]=[C:10]2[C:5]([CH:6]=[C:7]([Cl:12])[N:8]=[CH:9]2)=[CH:4][CH:3]=1.C1C(=O)N([I:20])C(=O)C1>S(O)(C(F)(F)F)(=O)=O>[Br:1][C:2]1[C:11]([I:20])=[C:10]2[C:5]([CH:6]=[C:7]([Cl:12])[N:8]=[CH:9]2)=[CH:4][CH:3]=1. Reported procedure: To a flask containing 7-Bromo-3-chloroisoquinoline (1.5 g, 6.19 mmol) was added NIS (1.4 g, 6.9 mmol). The flask was placed in an ice bath and treated with TfOH (40 mL) and stirred at RT overnight. The reaction mixture was carefully poured into ice, and the aqueous layer was extracted with DCM. The combined extracts were washed with brine, dried over Na2SO4, and concentrated under reduced pressure. The crude residue was purified by silica gel column chromatography (Hexanes:DCM→1:1) to provide th... Reactants: CC(C)([O-])C.[K+] (Potassium tert-butoxide), FC(C(=O)O)(F)F (Trifluoroacetic acid), C(C)OC(=O)C1=C(N(C(=C1)Br)C1=CC=CC=C1)CN(CC(=O)OCC)C(=O)OC(C)(C)C (5-bromo-2-[(tert-butoxycarbonyl-ethoxycarbonylmethyl-amino)-methyl]-1-phenyl-1H-pyrrole-3-carboxylic acid ethyl ester), C(C)OC(=O)C1C(C2=C(CN1C(=O)OC(C)(C)C)N(C(=C2)Br)C2=CC=CC=C2)=O (2-bromo-4-oxo-1-phenyl-1,4,5,7-tetrahydro-pyrrolo[2,3-c]pyridine-5,6-dicarboxylic acid 6-tert-butyl ester 5-ethyl ester). Run in O1CCCC1 (tetrahydrofuran), O1CCCC1 (tetrahydrofuran), ClCCl (dichloromethane). Reaction conditions: temperature -78 celsius, time 10 minute. Yields the product C(C)OC(=O)C=1C(=C2C(=CN1)N(C(=C2)Br)C2=CC=CC=C2)O (2-Bromo-4-hydroxy-1-phenyl-1H-pyrrolo[2,3-c]pyridine-5-carboxylic acid ethyl ester). Reaction SMILES: C([O:3][C:4]([C:6]1[CH:10]=[C:9]([Br:11])[N:8]([C:12]2[CH:17]=[CH:16][CH:15]=[CH:14][CH:13]=2)[C:7]=1[CH2:18][N:19](C(OC(C)(C)C)=O)[CH2:20][C:21]([O:23][CH2:24][CH3:25])=[O:22])=O)C.CC(C)([O-])C.[K+].C(OC(C1N(C(OC(C)(C)C)=O)CC2N(C3C=CC=CC=3)C(Br)=CC=2C1=O)=O)C.FC(F)(F)C(O)=O>O1CCCC1.ClCCl>[CH2:24]([O:23][C:21]([C:20]1[C:4]([OH:3])=[C:6]2[CH:10]=[C:9]([Br:11])[N:8]([C:12]3[CH:17]=[CH:16][CH:15]=[CH:14][CH:13]=3)[C:7]2=[CH:18][N:19]=1)=[O:22])[CH3:25] |f:1.2|. Procedure details: 5-bromo-2-[(tert-butoxycarbonyl-ethoxycarbonylmethyl-amino)-methyl]-1-phenyl-1H-pyrrole-3-carboxylic acid ethyl ester (390 mg, 0.767 mmol) was dissolved in tetrahydrofuran (5 mL) and then cooled with an acetone-dry ice bath. Potassium tert-butoxide in tetrahydrofuran (0.92 mL, 0.92 mmol, 1 M solution) was added; after addition, the reaction was stirred for 10 min at −78° C. The cold bath was removed and the reaction was stirred for another 30 min at room temperature (RT) before quenching with sa... The reactants are CC(=O)O, CC(Cl)Cl, ClCCl, Nc1cnc(Br)cn1, O=Cc1ccc(-c2ccccc2)cc1. Yields the product Brc1cnc(NCc2ccc(-c3ccccc3)cc2)cn1. As a reaction SMILES: [CH3:27][C:28](=[O:29])[OH:30].[Cl:23][CH:24]([Cl:25])[CH3:26].[Cl:31][CH2:32][Cl:33].[NH2:15][c:16]1[n:17][cH:18][c:19]([Br:22])[n:20][cH:21]1.[c:1]1(-[c:7]2[cH:8][cH:9][c:10]([CH:11]=[O:12])[cH:13][cH:14]2)[cH:2][cH:3][cH:4][cH:5][cH:6]1>>[c:1]1(-[c:7]2[cH:8][cH:9][c:10]([CH2:11][NH:15][c:16]3[n:17][cH:18][c:19]([Br:22])[n:20][cH:21]3)[cH:13][cH:14]2)[cH:2][cH:3][cH:4][cH:5][cH:6]1.